This data is from the Open Reaction Database (ORD), a public repository of structured organic reaction records. The task is: describe an organic reaction: reactants, conditions, products, and yield Starting materials: CCOC(C)=O, O=C(O)C(O)c1ccccc1, [N-]=[N+]=C(c1ccccc1)c1ccccc1. The product is O=C(OC(c1ccccc1)c1ccccc1)C(O)c1ccccc1. Reaction SMILES: [CH3:27][CH2:28][O:29][C:30]([CH3:31])=[O:32].[OH:16][CH:17]([C:18]([OH:19])=[O:20])[c:21]1[cH:22][cH:23][cH:24][cH:25][cH:26]1.[c:1]1([C:7](=[N+:8]=[N-:9])[c:10]2[cH:11][cH:12][cH:13][cH:14][cH:15]2)[cH:2][cH:3][cH:4][cH:5][cH:6]1>>[c:1]1([CH:7]([c:10]2[cH:11][cH:12][cH:13][cH:14][cH:15]2)[O:20][C:18]([CH:17]([OH:16])[c:21]2[cH:22][cH:23][cH:24][cH:25][cH:26]2)=[O:19])[cH:2][cH:3][cH:4][cH:5][cH:6]1. Reactants: ClC(COC(=O)NC=1SC=C(N1)CC(=O)O)(Cl)Cl (2-(β,β,β-trichloroethoxycarbonylamino)thiazol-4-ylacetic acid), P(Cl)(Cl)(Cl)(Cl)Cl (phosphorus pentachoride). Run in ClCCl (dichloromethane). Run at time 1 hour. The product is Cl.ClC(COC(=O)NC=1SC=C(N1)CC(=O)Cl)(Cl)Cl (2-(β,β,β-trichloroethoxycarbonylamino)thiazol-4-ylacetyl chloride.hydrochloride). The yield is 84.8%. RXN SMILES: [Cl:1][C:2]([Cl:18])([Cl:17])[CH2:3][O:4][C:5]([NH:7][C:8]1[S:9][CH:10]=[C:11]([CH2:13][C:14](O)=[O:15])[N:12]=1)=[O:6].P(Cl)(Cl)(Cl)(Cl)[Cl:20]>ClCCl>[ClH:1].[Cl:1][C:2]([Cl:18])([Cl:17])[CH2:3][O:4][C:5]([NH:7][C:8]1[S:9][CH:10]=[C:11]([CH2:13][C:14]([Cl:20])=[O:15])[N:12]=1)=[O:6] |f:3.4|. Reported procedure: In 20 ml of dichloromethane was suspended 6.67 g. of 2-(β,β,β-trichloroethoxycarbonylamino)thiazol-4-ylacetic acid and, while the suspension was stirred under cooling with ice, 4.15 g. of finely crushed phosphorus pentachoride was added, whereupon the suspended acid was completely dissolved. Then, after an elapse of about 5 minutes, fresh crystalline substance separated. The mixture was stirred at room temperature for 1 hour, after which time the precipitates were collected by filtration and rin... The reactants are CC1=CC=C(C=C1)S(=O)(=O)OC[C@H]1CN(C(O1)=O)C1=CC(=CC=C1)F ((R)-[3-(3-fluorophenyl)-2-oxo-5-oxazolidinyl]methyl 4-methylbenzenesulfonate), [N-]=[N+]=[N-].[Na+] (sodium azide). Run in CN(C)C=O (DMF), C(C)(=O)OCC (ethyl acetate), O (water). Reaction conditions: time 8 hour. The product is FC=1C=C(C=CC1)N1C(O[C@H](C1)CN=[N+]=[N-])=O ((R)-[3-(3-fluorophenyl)-2-oxo-5-oxazolidinyl]methyl azide). Reaction SMILES: CC1C=CC(S(O[CH2:12][C@@H:13]2[O:17][C:16](=[O:18])[N:15]([C:19]3[CH:24]=[CH:23][CH:22]=[C:21]([F:25])[CH:20]=3)[CH2:14]2)(=O)=O)=CC=1.[N-:26]=[N+:27]=[N-:28].[Na+]>CN(C=O)C.C(OCC)(=O)C.O>[F:25][C:21]1[CH:20]=[C:19]([N:15]2[CH2:14][C@H:13]([CH2:12][N:26]=[N+:27]=[N-:28])[O:17][C:16]2=[O:18])[CH:24]=[CH:23][CH:22]=1 |f:1.2|. Procedure details: A mixture of (R)-[3-(3-fluorophenyl)-2-oxo-5-oxazolidinyl]methyl 4-methylbenzenesulfonate (PREPARATION 15, 2.340 g, 6.40 mmol) in dry DMF (60 ml) is treated with solid sodium azide (3.331 g, 51.23 mmmol) at 20-25°. The resultant slurry is warmed to 65° for 4.5 hr and then cooled to 20-25° and left overnight. The reaction mixture is then diluted with ethyl acetate and water, transferred to a separatory funnel, and extracted with ethyl acetate. The combined ethyl acetate extracts are washed thorou...